This data is from the Open Reaction Database (ORD), a public repository of structured organic reaction records. The task is: describe an organic reaction: reactants, conditions, products, and yield Product: N#Cc1ccccc1-c1ccc2[nH]c(CN3CCCC3)nc2c1. The reactants are C1CCNC1, C1CCOC1, N#Cc1ccccc1-c1ccc2[nH]c(CCl)nc2c1. RXN SMILES: [CH2:20]1[CH2:21][CH2:22][NH:23][CH2:24]1.[CH2:25]1[O:26][CH2:27][CH2:28][CH2:29]1.[Cl:1][CH2:2][c:3]1[n:4][c:5]2[c:6]([nH:7]1)[cH:8][cH:9][c:10](-[c:12]1[c:13]([C:18]#[N:19])[cH:14][cH:15][cH:16][cH:17]1)[cH:11]2>>[CH2:2]([c:3]1[n:4][c:5]2[c:6]([nH:7]1)[cH:8][cH:9][c:10](-[c:12]1[c:13]([C:18]#[N:19])[cH:14][cH:15][cH:16][cH:17]1)[cH:11]2)[N:23]1[CH2:22][CH2:21][CH2:20][CH2:24]1. The reactants are C(C1=CC=CC=C1)OCCCCCC1=C2C=3C=CC(=CC3CC[C@]2([C@@H]2CC[C@@H]([C@@]2(C)C1)O[Si](C)(C)C(C)(C)C)C=O)OC (11-[5-(Benzyloxy)pentyl]-17β-(tert-butyldimethylsilyloxy)-3-methoxyestra-1,3,5(10),9(11)-tetraene-8-carbaldehyde). Reagents/catalysts: [Pd] (palladium). The solvent is O1CCCC1.CO (tetrahydrofuran methanol). Run at time 2 day. The product is [Si](C)(C)(C(C)(C)C)O[C@@H]1[C@]2(C)[C@@H](CC1)[C@@]1(CCC=3C=C(C=CC3[C@H]1[C@H](C2)CCCCCO)OC)C=O (17β-(tert-Butyldimethylsilyloxy)-11β-(5-hydroxypentyl)-3-methoxyestra-1,3,5(10)-triene-8-carbaldehyde). Isolated yield 67.3%. RXN SMILES: C([O:8][CH2:9][CH2:10][CH2:11][CH2:12][CH2:13][C:14]1[CH2:31][C@@:29]2([CH3:30])[C@@H:25]([CH2:26][CH2:27][C@@H:28]2[O:32][Si:33]([C:36]([CH3:39])([CH3:38])[CH3:37])([CH3:35])[CH3:34])[C@@:24]2([CH:40]=[O:41])[C:15]=1[C:16]1[CH:17]=[CH:18][C:19]([O:42][CH3:43])=[CH:20][C:21]=1[CH2:22][CH2:23]2)C1C=CC=CC=1>O1CCCC1.CO.[Pd]>[Si:33]([O:32][C@H:28]1[CH2:27][CH2:26][C@H:25]2[C@@:24]3([CH:40]=[O:41])[C@H:15]([C@@H:14]([CH2:13][CH2:12][CH2:11][CH2:10][CH2:9][OH:8])[CH2:31][C@:29]12[CH3:30])[C:16]1[CH:17]=[CH:18][C:19]([O:42][CH3:43])=[CH:20][C:21]=1[CH2:22][CH2:23]3)([C:36]([CH3:39])([CH3:38])[CH3:37])([CH3:35])[CH3:34] |f:1.2|. Reported procedure: A solution of 14.36 g of tetraene 6 in 400 ml of tetrahydrofuran/methanol (3:1) is mixed with 2.8 g of palladium (10% on carbon) and stirred under a hydrogen atmosphere (100 bar) for two days at room temperature. This reaction is repeated twice. For working-up, it is filtered on Celite and concentrated by evaporation in a vacuum. The residue is purified by column chromatography (cyclohexane/ethyl acetate) and yields 8.25 g of 7 as a colorless foam (GC-MS: m/z theor.: 514, pract.: 514). The reactants are C#Cc1ccncc1, O=S(=O)(Oc1ccc(Cc2cc(C3(O)OC(CO)C(O)C(O)C3O)ccc2Cl)cc1)C(F)(F)F. Product: OCC1OC(O)(c2ccc(Cl)c(Cc3ccc(C#Cc4ccncc4)cc3)c2)C(O)C(O)C1O. Reaction SMILES: [C:35](#[CH:36])[c:37]1[cH:38][cH:39][n:40][cH:41][cH:42]1.[Cl:1][c:2]1[c:3]([CH2:20][c:21]2[cH:22][cH:23][c:24]([O:27][S:28]([C:29]([F:30])([F:31])[F:32])(=[O:33])=[O:34])[cH:25][cH:26]2)[cH:4][c:5]([C:8]2([OH:9])[CH:10]([OH:11])[CH:12]([OH:13])[CH:14]([OH:15])[CH:16]([CH2:18][OH:19])[O:17]2)[cH:6][cH:7]1>>[Cl:1][c:2]1[c:3]([CH2:20][c:21]2[cH:22][cH:23][c:24]([C:36]#[C:35][c:37]3[cH:38][cH:39][n:40][cH:41][cH:42]3)[cH:25][cH:26]2)[cH:4][c:5]([C:8]2([OH:9])[CH:10]([OH:11])[CH:12]([OH:13])[CH:14]([OH:15])[CH:16]([CH2:18][OH:19])[O:17]2)[cH:6][cH:7]1. The reactants are CC1(C=2C=CC(=CC2C(=CC1)C1=CC=C(C=C1)C)C#CC1=CC=C(C(=O)OCC)C=C1)C (ethyl 4-[(5,6-dihydro-5,5-dimethyl-8-(4-methylphenyl)-2-naphthalenyl)ethynyl]benzoate), CC1(C=2C=CC(=CC2C(=CC1)C1=CC=C(C=C1)C)C#CC1=CC=C(C(=O)OCC)C=C1)C (ethyl 4-[(5,6-dihydro-5,5-dimethyl-8-(4-methylphenyl)-2-naphthalenyl)ethynyl]benzoate), LiOH-. Solvent: C1CCOC1.O (THF water). The product is CC1(C=2C=CC(=CC2C(=CC1)C1=CC=C(C=C1)C)C#CC1=CC=C(C(=O)O)C=C1)C (4-[(5,6-dihydro-5,5-dimethyl-8-(4-methylphenyl)-2-naphthalenyl)ethynyl]benzoic acid). Reaction SMILES: [CH3:1][C:2]1([CH3:32])[CH2:11][CH:10]=[C:9]([C:12]2[CH:17]=[CH:16][C:15]([CH3:18])=[CH:14][CH:13]=2)[C:8]2[CH:7]=[C:6]([C:19]#[C:20][C:21]3[CH:31]=[CH:30][C:24]([C:25]([O:27]CC)=[O:26])=[CH:23][CH:22]=3)[CH:5]=[CH:4][C:3]1=2>C1COCC1.O>[CH3:1][C:2]1([CH3:32])[CH2:11][CH:10]=[C:9]([C:12]2[CH:17]=[CH:16][C:15]([CH3:18])=[CH:14][CH:13]=2)[C:8]2[CH:7]=[C:6]([C:19]#[C:20][C:21]3[CH:22]=[CH:23][C:24]([C:25]([OH:27])=[O:26])=[CH:30][CH:31]=3)[CH:5]=[CH:4][C:3]1=2 |f:1.2|. Procedure: A solution of 142.6 mg (0.339 mmol) of ethyl 4-[(5,6-dihydro-5,5-dimethyl-8-(4-methylphenyl)-2-naphthalenyl)ethynyl]benzoate (Compound 1) and 35.6 mg (0.848 mmol) of LiOH--H2O in 12 ml of THF/water (4:1, v/v), was stirred overnight at room temperature. The reaction mixture was extracted with hexanes, and the hexane fraction extracted with 5% aqueous NaOH. The aqueous layers were combined and acidified with 1M HCl, and then extracted with EtOAc and Et2O. The combined organic layers were dried ove... The reactants are [H-].[Al+3].[Li+].[H-].[H-].[H-] (Lithium aluminium hydride), OCCC1C(N(CC1)C)=O (3-(2-hydroxyethyl)-1-methyl-2-pyrrolidinone). Product: CN1CC(CC1)CCO (1-Methyl-3-pyrrolidineethanol). Isolated yield 52.9%. Reaction SMILES: [H-].[Al+3].[Li+].[H-].[H-].[H-].[OH:7][CH2:8][CH2:9][CH:10]1[CH2:14][CH2:13][N:12]([CH3:15])[C:11]1=O>>[CH3:15][N:12]1[CH2:13][CH2:14][CH:10]([CH2:9][CH2:8][OH:7])[CH2:11]1 |f:0.1.2.3.4.5|. Reported procedure: Lithium aluminium hydride (347 mg) was cautiously added, in portions, to a vigorously stirred suspension of 3-(2-hydroxyethyl)-1-methyl-2-pyrrolidinone (886 mg) in dry, freshly distilled tetrahydrofuran (60 ml), at 5° under nitrogen. The resultant suspension was stirred and heated at reflux under nitrogen for 1 h. The mixture was cooled to 5°, with stirring, and cautiously treated with a mixture of water (1 ml) and tetrahydrofuran (10 ml). The solvents were evaporated, the residue dissolved in e... Reactants: Cc1cncc(C)c1Br, CC(C)(C)[O-], Cc1ccccc1, COc1ccc2c(N)cc(=O)oc2c1OC1CCCC1, [Na+], O=C(C=Cc1ccccc1)C=Cc1ccccc1, O=C(C=Cc1ccccc1)C=Cc1ccccc1, O=C(C=Cc1ccccc1)C=Cc1ccccc1, [Pd], [Pd]. Yields the product COc1ccc2c(Nc3c(C)cncc3C)cc(=O)oc2c1OC1CCCC1. RXN SMILES: [Br:21][c:22]1[c:23]([CH3:29])[cH:24][n:25][cH:26][c:27]1[CH3:28].[CH3:30][C:31]([CH3:32])([O-:33])[CH3:34].[CH3:92][c:93]1[cH:94][cH:95][cH:96][cH:97][cH:98]1.[NH2:1][c:2]1[cH:3][c:4](=[O:20])[o:5][c:6]2[c:7]([O:14][CH:15]3[CH2:16][CH2:17][CH2:18][CH2:19]3)[c:8]([O:12][CH3:13])[cH:9][cH:10][c:11]12.[Na+:35].[O:38]=[C:39]([CH:40]=[CH:41][c:42]1[cH:43][cH:44][cH:45][cH:46][cH:47]1)[CH:48]=[CH:49][c:50]1[cH:51][cH:52][cH:53][cH:54][cH:55]1.[O:56]=[C:57]([CH:58]=[CH:59][c:60]1[cH:61][cH:62][cH:63][cH:64][cH:65]1)[CH:66]=[CH:67][c:68]1[cH:69][cH:70][cH:71][cH:72][cH:73]1.[O:74]=[C:75]([CH:76]=[CH:77][c:78]1[cH:79][cH:80][cH:81][cH:82][cH:83]1)[CH:84]=[CH:85][c:86]1[cH:87][cH:88][cH:89][cH:90][cH:91]1.[Pd:36].[Pd:37]>>[NH:1]([c:2]1[cH:3][c:4](=[O:20])[o:5][c:6]2[c:7]([O:14][CH:15]3[CH2:16][CH2:17][CH2:18][CH2:19]3)[c:8]([O:12][CH3:13])[cH:9][cH:10][c:11]12)[c:22]1[c:23]([CH3:29])[cH:24][n:25][cH:26][c:27]1[CH3:28].